From a dataset of the Open Reaction Database (ORD), a public repository of structured organic reaction records. describe an organic reaction: reactants, conditions, products, and yield Reactants: O (water), COC([C@H]1N(CCC1)C(CCOC1=CC=CC=C1)=O)=O (N-(3-phenoxy)propionyl-proline methyl ester), [BH4-].[Na+] (sodium borohydride), CO (methanol). The solvent is C(C)(C)(C)O (tertiary butyl alcohol). Product: O(C1=CC=CC=C1)CCC(=O)N1[C@H](CO)CCC1 (N-(3-phenoxy)propionyl-prolinol). The yield is 91.4%. Reaction SMILES: C[O:2][C:3](=O)[C@@H:4]1[CH2:8][CH2:7][CH2:6][N:5]1[C:9](=[O:19])[CH2:10][CH2:11][O:12][C:13]1[CH:18]=[CH:17][CH:16]=[CH:15][CH:14]=1.[BH4-].[Na+].CO.O>C(O)(C)(C)C>[O:12]([CH2:11][CH2:10][C:9]([N:5]1[CH2:6][CH2:7][CH2:8][C@H:4]1[CH2:3][OH:2])=[O:19])[C:13]1[CH:14]=[CH:15][CH:16]=[CH:17][CH:18]=1 |f:1.2|. Procedure details: A mixture of N-(3-phenoxy)propionyl-proline methyl ester (2.8 g) and sodium borohydride (950 mg) was suspended in tertiary butyl alcohol (40 ml). To the stirred suspension, dry methanol (8 ml) was added dropwise under reflux. Thereafter, the mixture was stirred under reflux for 1 hour. The heated mixture was cooled to room temperature and water (10 ml) was added under cooling with ice. Methanol and tertiary butyl alcohol were distilled off under vacuum and the residue was subjected to extraction... Reactants: [Br-], CCOC(C)=O, ClC(Cl)Cl, CC(=O)c1ccc(O)cc1. Yields the product O=C(CBr)c1ccc(O)cc1. Reaction SMILES: [Br-:7].[CH3:1][CH2:2][O:3][C:4](=[O:5])[CH3:6].[CH:18]([Cl:19])([Cl:20])[Cl:21].[OH:8][c:9]1[cH:10][cH:11][c:12]([C:15]([CH3:16])=[O:17])[cH:13][cH:14]1>>[Br:7][CH2:16][C:15]([c:12]1[cH:11][cH:10][c:9]([OH:8])[cH:14][cH:13]1)=[O:17]. Reactants: ClC=1NC2=C(N1)C=CC=C2 (2-chlorobenzimidazole), ClC1=CC=C(CCl)C=C1 (4-chlorobenzyl chloride), ClC=1C=C(CN)C=CC1Cl (3,4-dichlorobenzylamine). Yields the product ClC1=CC=C(CN2C(=NC3=C2C=CC=C3)NCC3=CC(=C(C=C3)Cl)Cl)C=C1 (N-[1-(4-Chlorobenzyl)benzimidazol-2-yl]-3,4-dichlorobenzylamine). RXN SMILES: Cl[C:2]1[NH:3][C:4]2[CH:10]=[CH:9][CH:8]=[CH:7][C:5]=2[N:6]=1.[Cl:11][C:12]1[CH:19]=[CH:18][C:15]([CH2:16]Cl)=[CH:14][CH:13]=1.[Cl:20][C:21]1[CH:22]=[C:23]([CH:26]=[CH:27][C:28]=1[Cl:29])[CH2:24][NH2:25]>>[Cl:11][C:12]1[CH:19]=[CH:18][C:15]([CH2:16][N:6]2[C:5]3[CH:7]=[CH:8][CH:9]=[CH:10][C:4]=3[N:3]=[C:2]2[NH:25][CH2:24][C:23]2[CH:26]=[CH:27][C:28]([Cl:29])=[C:21]([Cl:20])[CH:22]=2)=[CH:14][CH:13]=1. Procedure: The title compound was prepared by Procedure C in two steps from 2-aminobenzimidazole, 4-chlorobenzyl chloride and, subsequently, 3,4-dichlorobenzaldehyde. The product was isolated by preparative LCMS to give the title compound as the free base (yellowish oil). Alternatively, the title compound can be prepared in two steps from 2-chlorobenzimidazole, 4-chlorobenzyl chloride and 3,4-dichlorobenzylamine by use of either Procedure B or by Procedure D. MS(ES+) m/z 416 (M+, 100). 1NMR (CDCl3) δ 4.70 ... The reactants are OO (H2O2), C(=O)(C(F)(F)F)OC(=O)C(F)(F)F (TFAA), COC1CN(C1)CCCC=1N=[N+](C2=C(N1)C=C1CCCC1=C2)[O-] (3-[3-(3-Methoxy-1-azetidinyl)propyl]-7,8-dihydro-6H-indeno[5,6-e][1,2,4]triazine 1-Oxide), C(=O)(C(F)(F)F)O (TFA). Run in N (NH3), C(Cl)Cl (DCM), C(Cl)Cl (DCM). Reaction conditions: temperature 0 celsius, time 5 minute. The product is COC1CN(C1)CCCC=1N=[N+](C2=C([N+]1[O-])C=C1CCCC1=C2)[O-] (3-[3-(3-Methoxy-1-azetidinyl)propyl]-7,8-dihydro-6H-indeno[5,6-e][1,2,4]triazine 1,4-Dioxide). The yield is 60.5%. Reaction SMILES: OO.C(OC(C(F)(F)F)=O)(C(F)(F)F)=[O:4].[CH3:16][O:17][CH:18]1[CH2:21][N:20]([CH2:22][CH2:23][CH2:24][C:25]2[N:26]=[N+:27]([O-:38])[C:28]3[CH:37]=[C:36]4[C:32]([CH2:33][CH2:34][CH2:35]4)=[CH:31][C:29]=3[N:30]=2)[CH2:19]1.C(O)(C(F)(F)F)=O>C(Cl)Cl.N>[CH3:16][O:17][CH:18]1[CH2:21][N:20]([CH2:22][CH2:23][CH2:24][C:25]2[N:26]=[N+:27]([O-:38])[C:28]3[CH:37]=[C:36]4[C:32]([CH2:33][CH2:34][CH2:35]4)=[CH:31][C:29]=3[N+:30]=2[O-:4])[CH2:19]1. Reported procedure: H2O2 (70%, 2.0 mL, 39 mmol) was added dropwise to a stirred solution of TFAA (5.4 mL, 39 mmol) in DCM (50 mL) at 0° C. The solution was stirred at 0° C. for 5 min, warmed to 20° C. for 10 min, then cooled to 0° C. and added to a stirred solution of 1-oxide 82 (0.93 g, 3.0 mmol) and TFA (1.5 mL, 19.5 mmol) in DCM (50 mL) at 0° C. The solution was stirred at 20° C. for 8 h, diluted with dilute aqueous NH3 solution (30 mL) and extracted with DCM (3×150 mL). The combined organic fraction was dried a... Starting materials: [Al+3], CC(=O)N1CCC(Oc2ccc(N)cc2Cl)CC1, [H-], [H-], [H-], [H-], [Li+], [Na+], [Na+], C1CCOC1, O, O, O, O, O, O, O, O, O, O, O=S(=O)([O-])[O-]. Product: CCN1CCC(Oc2ccc(N)cc2Cl)CC1. RXN SMILES: [Al+3:2].[C:7]([CH3:8])(=[O:9])[N:10]1[CH2:11][CH2:12][CH:13]([O:16][c:17]2[c:18]([Cl:24])[cH:19][c:20]([NH2:21])[cH:22][cH:23]2)[CH2:14][CH2:15]1.[H-:1].[H-:4].[H-:5].[H-:6].[Li+:3].[Na+:40].[Na+:41].[O:42]1[CH2:43][CH2:44][CH2:45][CH2:46]1.[OH2:25].[OH2:26].[OH2:27].[OH2:28].[OH2:29].[OH2:30].[OH2:31].[OH2:32].[OH2:33].[OH2:34].[S:35]([O-:36])([O-:37])(=[O:38])=[O:39]>>[CH2:7]([CH3:8])[N:10]1[CH2:11][CH2:12][CH:13]([O:16][c:17]2[c:18]([Cl:24])[cH:19][c:20]([NH2:21])[cH:22][cH:23]2)[CH2:14][CH2:15]1. Reactants: aqueous solution, CC1=CC=C(C=C1)S(=O)(=O)Cl (paratoluene sulfochloride), C(C)N (ethylamine). Run in O (water), O (water). Conditions: temperature 0 celsius, time 2 hour. Product: C(C)NS(=O)(=O)C1=CC=C(C=C1)C (N-ethyl(4-methyl phenyl) sulfonamide). As a reaction SMILES: [CH3:1][C:2]1[CH:7]=[CH:6][C:5]([S:8](Cl)(=[O:10])=[O:9])=[CH:4][CH:3]=1.[CH2:12]([NH2:14])[CH3:13]>O>[CH2:12]([NH:14][S:8]([C:5]1[CH:6]=[CH:7][C:2]([CH3:1])=[CH:3][CH:4]=1)(=[O:10])=[O:9])[CH3:13]. Reported procedure: A suspension of 26 g of paratoluene sulfochloride in 200 cm3 of water is cooled to 0° C. With stirring there are slowly added 100 cm3 of a 40% aqueous solution of ethylamine in water. At the end of the addition the reaction mixture is again stirred for two hours at 0° C., then for two hours at ambient temperature. The solid in suspension is filtered, washed several times with water, then dried under reduced pressure. 24 g of N-ethyl(4-methyl phenyl) sulfonamide are obtained.